From a dataset of the Open Reaction Database (ORD), a public repository of structured organic reaction records. describe an organic reaction: reactants, conditions, products, and yield Reactants: C1(=CC=C(C=C1)C(=O)N1[C@@H](CC(C1)=NOC)C(N)=NO)C1=CC=CC=C1 ((2S,4EZ)-1-([1,1′-biphenyl]-4-ylcarbonyl)-N′-hydroxy-4-(methoxyimino)-2-pyrrolidinecarboximidamide), C1(=CC=C(C=C1)C(=O)N1[C@@H](CC(C1)=NOC)C(N)=NO)C1=CC=CC=C1 ((2S,4EZ)-1-([1,1′-biphenyl]-4-ylcarbonyl)-N′-hydroxy-4-(methoxyimino)-2-pyrrolidinecarboximidamide), OCC1=CC=C(C(=O)O)C=C1 (4-(hydroxymethyl)benzoic acid). Product: CON=C1CN([C@@H](C1)C1=NOC(=N1)C1=CC=C(C=C1)CO)C(=O)C1=CC=C(C=C1)C1=CC=CC=C1 ((3EZ,5S)-1-([1,1′-biphenyl]-4-ylcarbonyl)-5-{5-[4-(hydroxymethyl)phenyl]-1,2,4-oxadiazol-3-yl}-3-pyrrolidinone O-methyloxime). As a reaction SMILES: [C:1]1([C:21]2[CH:26]=[CH:25][CH:24]=[CH:23][CH:22]=2)[CH:6]=[CH:5][C:4]([C:7]([N:9]2[CH2:13][C:12](=[N:14][O:15][CH3:16])[CH2:11][C@H:10]2[C:17](=[N:19][OH:20])[NH2:18])=[O:8])=[CH:3][CH:2]=1.[OH:27][CH2:28][C:29]1[CH:37]=[CH:36][C:32]([C:33](O)=O)=[CH:31][CH:30]=1>>[CH3:16][O:15][N:14]=[C:12]1[CH2:11][C@@H:10]([C:17]2[N:18]=[C:33]([C:32]3[CH:36]=[CH:37][C:29]([CH2:28][OH:27])=[CH:30][CH:31]=3)[O:20][N:19]=2)[N:9]([C:7]([C:4]2[CH:3]=[CH:2][C:1]([C:21]3[CH:26]=[CH:25][CH:24]=[CH:23][CH:22]=3)=[CH:6][CH:5]=2)=[O:8])[CH2:13]1. Procedure: Following the general method as outlined in Example 15, starting from (2S,4EZ)-1-([1,1′-biphenyl]-4-ylcarbonyl)-N′-hydroxy-4-(methoxyimino)-2-pyrrolidinecarboximidamide (Intermediate 8) and 4-(hydroxymethyl)benzoic acid, the title compound was obtained in 54% purity by HPLC. MS(ESI+): m/z=469.4.